From a dataset of the Open Reaction Database (ORD), a public repository of structured organic reaction records. describe an organic reaction: reactants, conditions, products, and yield Starting materials: C1(=CC=C(C=C1)S(=O)(=O)Cl)C (p-toluenesulfonyl chloride), C1(=CC=CC=C1)C1=NC2=CC=C(C=C2C(=C1)C(=O)NC(NNC(=O)C=1SC=CC1)=S)OC(F)(F)F (4-(2-phenyl-6-trifluoromethoxy-4-quinolinecarbonyl)-1-(2-thiophenecarbonyl)thiosemicarbazide). Solvent: N1=CC=CC=C1 (pyridine). Conditions: time 8 hour. Yields the product C1(=CC=CC=C1)C1=NC2=CC=C(C=C2C(=C1)C(=O)NC=1OC(=NN1)C=1SC=CC1)OC(F)(F)F (2-phenyl-N-[5-(2-thienyl)-1,3,4-oxadiazol-2-yl]-6-trifluoromethoxy-4-quinolinecarboxamide). Isolated yield 21.4%. As a reaction SMILES: C1(C)C=CC(S(Cl)(=O)=O)=CC=1.[C:12]1([C:18]2[CH:27]=[C:26]([C:28]([NH:30][C:31](=S)[NH:32][NH:33][C:34]([C:36]3[S:37][CH:38]=[CH:39][CH:40]=3)=[O:35])=[O:29])[C:25]3[C:20](=[CH:21][CH:22]=[C:23]([O:42][C:43]([F:46])([F:45])[F:44])[CH:24]=3)[N:19]=2)[CH:17]=[CH:16][CH:15]=[CH:14][CH:13]=1>N1C=CC=CC=1>[C:12]1([C:18]2[CH:27]=[C:26]([C:28]([NH:30][C:31]3[O:35][C:34]([C:36]4[S:37][CH:38]=[CH:39][CH:40]=4)=[N:33][N:32]=3)=[O:29])[C:25]3[C:20](=[CH:21][CH:22]=[C:23]([O:42][C:43]([F:46])([F:45])[F:44])[CH:24]=3)[N:19]=2)[CH:13]=[CH:14][CH:15]=[CH:16][CH:17]=1. Procedure details: p-toluenesulfonyl chloride (32.7 mg, 0.17 mmol) was added to a pyridine (2 mL) solution of 4-(2-phenyl-6-trifluoromethoxy-4-quinolinecarbonyl)-1-(2-thiophenecarbonyl)thiosemicarbazide (70 mg, 0.14 mmol) described in Reference Example 28, and the mixture was stirred overnight at room temperature. The reaction solution was concentrated. After that, to the residue, water was added, and the deposited crystal was collected by filtration, washed with water, dried, and then purified by silica gel colum... The reactants are ClC1=CC=2C3=C(C=NC2C=C1)N=CN3C3=C(C=CC=C3)Cl (8-chloro-1-(2-chloro-phenyl)-1H-imidazo[4,5-c]quinoline), C([O-])([O-])=O.[Na+].[Na+] (sodium carbonate), ClC=1C=C(C(=O)OO)C=CC1 (3-chloroperoxybenzoic acid), C([O-])([O-])=O.[Na+].[Na+] (sodium carbonate), ClC=1C=C(C(=O)OO)C=CC1 (3-chloroperoxybenzoic acid). The solvent is C(Cl)(Cl)Cl (chloroform), C(Cl)(Cl)Cl (chloroform). Run at time 2 hour. Product: ClC1=CC=2C3=C(C=[N+](C2C=C1)[O-])N=CN3C3=C(C=CC=C3)Cl (8-Chloro-1-(2-chloro-phenyl)-1H-imidazo[4,5-c]quinoline 5-oxide). Reaction SMILES: [Cl:1][C:2]1[CH:11]=[CH:10][C:9]2[N:8]=[CH:7][C:6]3[N:12]=[CH:13][N:14]([C:15]4[CH:20]=[CH:19][CH:18]=[CH:17][C:16]=4[Cl:21])[C:5]=3[C:4]=2[CH:3]=1.C(=O)([O-])[O-:23].[Na+].[Na+].ClC1C=C(C=CC=1)C(OO)=O>C(Cl)(Cl)Cl>[Cl:1][C:2]1[CH:11]=[CH:10][C:9]2[N+:8]([O-:23])=[CH:7][C:6]3[N:12]=[CH:13][N:14]([C:15]4[CH:20]=[CH:19][CH:18]=[CH:17][C:16]=4[Cl:21])[C:5]=3[C:4]=2[CH:3]=1 |f:1.2.3|. Procedure details: 3.01 g (9.508 mmol) 8-chloro-1-(2-chloro-phenyl)-1H-imidazo[4,5-c]quinoline (Example 25), 1.22 g (11.4 mmol) sodium carbonate and 2.6 g (10.45 mmol) 3-chloroperoxybenzoic acid in 75 ml chloroform are stirred at rt for 5 h. After this time, a further amount of 254 mg of sodium carbonate, 472 mg 3-chloroperoxybenzoic acid and 50 ml chloroform are added and stirring is continued for 2 h at 50° C. The cold solution is washed with sat. sodium bicarbonate solution (2×), 0.1 N sodium thiosulfate (2×) a... Starting materials: C(CO)(=O)OC (methyl glycolate), [H-].[Na+] (Sodium hydride), S(O)(O)(=O)=O (sulfuric acid), C(C=C)(=O)OC (methyl acrylate). Solvent: O1CCCC1 (tetrahydrofuran), CS(=O)C (dimethyl sulfoxide), O1CCCC1 (tetrahydrofuran). Reaction conditions: time 30 minute. Yields the product O=C1C(COC1)C(=O)OC (Methyl 4-oxotetrahydrofuran-3-carboxylate). As a reaction SMILES: [H-].[Na+].[C:3]([O:7][CH3:8])(=[O:6])[CH2:4]O.[C:9]([O:13][CH3:14])(=O)[CH:10]=C.S(=O)(=O)(O)[OH:16]>O1CCCC1.CS(C)=O>[O:16]=[C:10]1[CH2:9][O:13][CH2:14][CH:4]1[C:3]([O:7][CH3:8])=[O:6] |f:0.1|. Reported procedure: 55% Sodium hydride (1.9 g) was suspended in tetrahydrofuran (30 ml), and a solution of methyl glycolate (3.6 g) in tetrahydrofuran (10 ml) was added dropwise over 10 minutes. After stirring at room temperature for 30 minutes, the solvent was evaporated to give a colorless solid. This was suspended in dimethyl sulfoxide (20 ml), and methyl acrylate (4.3 ml) was added under ice-cooling. The mixture was stirred at the same temperature for 15 minutes and then stirred at room temperature for 45 minut... Starting materials: CC=1C=CC(=CC1)C(=O)O (p-toluic acid), CC=1C=CC(=CC1)C(=O)O (p-toluic acid), C(C1=CC=C(C(=O)O)C=C1)(=O)O (terephthalic acid), C(C)(=O)ON1C(C=2C(C1=O)=CC=CC2)=O (N-acetoxyphthalimide), O=O (oxygen). Reagents/catalysts: O.O.O.O.C(C)(=O)[O-].[Mn+2].C(C)(=O)[O-] (manganese(II) acetate tetrahydrate), O.O.O.O.C(C)(=O)[O-].[Co+2].C(C)(=O)[O-] (cobalt(II) acetate tetrahydrate), [Ti] (titanium). Solvent: C(C)(=O)O (acetic acid). Product: C(=O)(O)C1=CC=C(C=O)C=C1 (4-carboxybenzaldehyde). The yield is 95.6%. RXN SMILES: CC1C=CC(C(O)=O)=CC=1.C(ON1C(=O)C2=CC=CC=C2C1=O)(=O)C.O=O.[C:28](O)(=[O:38])[C:29]1[CH:37]=[CH:36][C:32]([C:33]([OH:35])=[O:34])=[CH:31][CH:30]=1>[Ti].O.O.O.O.C([O-])(=O)C.[Co+2].C([O-])(=O)C.O.O.O.O.C([O-])(=O)C.[Mn+2].C([O-])(=O)C.C(O)(=O)C>[C:33]([C:32]1[CH:36]=[CH:37][C:29]([CH:28]=[O:38])=[CH:30][CH:31]=1)([OH:35])=[O:34] |f:5.6.7.8.9.10.11,12.13.14.15.16.17.18|. Procedure: In a 500-ml titanium autoclave, 15.36 g (0.113 mol) of p-toluic acid, 1.16 g (5.65 mmol) of N-acetoxyphthalimide, 0.112 g (0.45 mmol) of cobalt(II) acetate tetrahydrate, 0.277 g (1.13 mmol) of manganese(II) acetate tetrahydrate and 107 g of acetic acid were placed, the resulting mixture was stirred at 150° C. in an atmosphere of a mixture of oxygen and nitrogen gases (1:1) [4 MPa (gauge pressure)] for 1 hour and thereby yielded terephthalic acid in a yield of 95.6% with a conversion from p-tolui... Reactants: amide, N1C=NC2=C1C=CC=N2 (imidazopyridine), NC1=NC=CC=C1N (2,3-diaminopyridine), [OH-].[Na+] (sodium hydroxide), OC=1C=C(C(=O)OC)C=C(C1)O (Methyl 3,5-dihydroxybenzoate), C(C)Br (ethyl bromide), C([O-])([O-])=O.[K+].[K+] (potassium carbonate). Solvent: C(CCC)O (n-butanol), CN(C)C(=[N+](C)C)ON1C2=C(C=CC=C2)N=N1.F[P-](F)(F)(F)(F)F (HBTU), CN(C)C=O (DMF), C(C)(=O)O (acetic acid), CCOCC (ether), CCOCC (ether), CO (methanol), CCOCC (ether), CN(C=O)C (dimethylformamide). Product: C(C)OC=1C=C(C=C(C1)OCC=1C=NC=CC1)C=1NC=2C(=NC=CC2)N1 (2-(3-ethoxy-5-(pyridin-3-ylmethoxy)phenyl)-1H-imidazo[4,5-b]pyridine). Reaction SMILES: [OH:1][C:2]1[CH:3]=[C:4]([CH:9]=[C:10]([OH:12])[CH:11]=1)[C:5](OC)=O.[CH2:13](Br)[CH3:14].[C:16](=O)([O-])[O-].[K+].[K+].[OH-].[Na+].[NH2:24][C:25]1[C:30]([NH2:31])=[CH:29][CH:28]=[CH:27][N:26]=1.N1[C:36]2[CH:37]=[CH:38][CH:39]=[N:40][C:35]=2N=C1>CO.CN(C(ON1N=NC2C=CC=CC1=2)=[N+](C)C)C.F[P-](F)(F)(F)(F)F.CN(C=O)C.C(O)(=O)C.C(O)CCC.CCOCC>[CH2:13]([O:12][C:10]1[CH:9]=[C:4]([C:5]2[NH:31][C:30]3[C:25]([N:24]=2)=[N:26][CH:27]=[CH:28][CH:29]=3)[CH:3]=[C:2]([O:1][CH2:16][C:36]2[CH:35]=[N:40][CH:39]=[CH:38][CH:37]=2)[CH:11]=1)[CH3:14] |f:2.3.4,5.6,10.11|. Procedure details: Reaction of Methyl 3,5-dihydroxybenzoate with ethyl bromide in the presence of potassium carbonate and dimethylformamide for 18 h at room temperature gave a 1:1 mixture of the mono and bis ether adducts. These compounds were separated by chromatography column. The mono adduct was reacted with 3-pyridylmethylbromide in the presence of potassium carbonate and dimethylformamide to give the desired bis ether. The ether was hydrolyzed with sodium hydroxide in methanol, acidified and the subsequent ac...